From a dataset of the Open Reaction Database (ORD), a public repository of structured organic reaction records. describe an organic reaction: reactants, conditions, products, and yield The reactants are O=C([O-])O, COCOc1cnc(CC(C)(C)C)cc1C(C)O, ClC(Cl)Cl, [Na+]. Yields the product COCOc1cnc(CC(C)(C)C)cc1C(C)=O. Reaction SMILES: [C:19](=[O:20])([OH:21])[O-:22].[CH3:1][O:2][CH2:3][O:4][c:5]1[c:6]([CH:16]([CH3:17])[OH:18])[cH:7][c:8]([CH2:11][C:12]([CH3:13])([CH3:14])[CH3:15])[n:9][cH:10]1.[Cl:24][CH:25]([Cl:26])[Cl:27].[Na+:23]>>[CH3:1][O:2][CH2:3][O:4][c:5]1[c:6]([C:16]([CH3:17])=[O:18])[cH:7][c:8]([CH2:11][C:12]([CH3:13])([CH3:14])[CH3:15])[n:9][cH:10]1.